This data is from the Open Reaction Database (ORD), a public repository of structured organic reaction records. The task is: describe an organic reaction: reactants, conditions, products, and yield Reactants: OC1=CC=C(C=C1)CCCCN1C=NC=C1 (1-[4-(4-hydroxyphenyl)butyl]imidazole), C(C1=CC=CC=C1)(=O)C1=CC=C(C=C1)C=1OC=C(N1)CCl (2-(4-benzoylphenyl)-4-chloromethyloxazole). Product: C(C1=CC=CC=C1)(=O)C1=CC=C(C=C1)C=1OC=C(N1)COC1=CC=C(C=C1)CCCCN1C=NC=C1 (2-(4-benzoylphenyl)-4-[4-[4-(1-imidazolyl)butyl]phenoxymethyl]oxazole). Yield: 64.0%. RXN SMILES: [OH:1][C:2]1[CH:7]=[CH:6][C:5]([CH2:8][CH2:9][CH2:10][CH2:11][N:12]2[CH:16]=[CH:15][N:14]=[CH:13]2)=[CH:4][CH:3]=1.[C:17]([C:25]1[CH:30]=[CH:29][C:28]([C:31]2[O:32][CH:33]=[C:34]([CH2:36]Cl)[N:35]=2)=[CH:27][CH:26]=1)(=[O:24])[C:18]1[CH:23]=[CH:22][CH:21]=[CH:20][CH:19]=1>>[C:17]([C:25]1[CH:30]=[CH:29][C:28]([C:31]2[O:32][CH:33]=[C:34]([CH2:36][O:1][C:2]3[CH:7]=[CH:6][C:5]([CH2:8][CH2:9][CH2:10][CH2:11][N:12]4[CH:16]=[CH:15][N:14]=[CH:13]4)=[CH:4][CH:3]=3)[N:35]=2)=[CH:27][CH:26]=1)(=[O:24])[C:18]1[CH:19]=[CH:20][CH:21]=[CH:22][CH:23]=1. Procedure: In substantially the same manner as in Working Example 109, 1-[4-(4-hydroxyphenyl)butyl]imidazole was allowed to react with 2-(4-benzoylphenyl)-4-chloromethyloxazole to give 2-(4-benzoylphenyl)-4-[4-[4-(1-imidazolyl)butyl]phenoxymethyl]oxazole. The yield was 64%. Recrystallization from ethyl acetate-hexane gave colorless prisms, mp 91-92° C. The reactants are C([O-])([O-])=O.[K+].[K+] (potassium carbonate), ClC=1C=CC2=C(C(=NCC=3N2C(=CN3)C)C3=CC=CC=C3)C1 (8-chloro-1-methyl-6-phenyl-4H-imidazo[1,2-a][1,4]benzodiazepine), ice, ClC1=CC(=CC=C1)C(=O)OO (m-chloroperbenzoic acid). Solvent: C(C)O (ethanol). The product is ClC=1C=CC2=C(C(=[N+](CC=3N2C(=CN3)C)[O-])C3=CC=CC=C3)C1 (8-chloro-1-methyl-6-phenyl-4H-imidazo[1,2-a][1,4]benzodiazepine-5-oxide). Reaction SMILES: [Cl:1][C:2]1[CH:3]=[CH:4][C:5]2[N:11]3[C:12]([CH3:15])=[CH:13][N:14]=[C:10]3[CH2:9][N:8]=[C:7]([C:16]3[CH:21]=[CH:20][CH:19]=[CH:18][CH:17]=3)[C:6]=2[CH:22]=1.ClC1C=CC=C(C(OO)=[O:31])C=1.C(=O)([O-])[O-].[K+].[K+]>C(O)C>[Cl:1][C:2]1[CH:3]=[CH:4][C:5]2[N:11]3[C:12]([CH3:15])=[CH:13][N:14]=[C:10]3[CH2:9][N+:8]([O-:31])=[C:7]([C:16]3[CH:21]=[CH:20][CH:19]=[CH:18][CH:17]=3)[C:6]=2[CH:22]=1 |f:2.3.4|. Procedure: A stirred solution of 1.0 g. of 8-chloro-1-methyl-6-phenyl-4H-imidazo[1,2-a][1,4]benzodiazepine (Ia) in absolute ethanol in an ice bath is treated with 1.0 g. of m-chloroperbenzoic acid. The mixture is allowed to stand in the ice bath for about 8 hous and at room temperature at about 24° C. for approximately 18 hours. It is then concentrated in vacuo, the residue thus obtained is suspended in aqueous, cold, dilute potassium carbonate solution and extracted with methylene chloride. The extract is... Starting materials: CCN=C=NCCCN(C)C, CN(C)C=O, CCN(C(C)C)C(C)C, O=C(O)c1cnc(N2CCN(CC3CC3)C2=O)s1, Cl, On1nnc2ccccc21, NCc1cccnc1. Product: O=C(NCc1cccnc1)c1cnc(N2CCN(CC3CC3)C2=O)s1. RXN SMILES: [CH2:29]([N:30]=[C:31]=[N:32][CH2:33][CH2:34][CH2:35][N:36]([CH3:37])[CH3:38])[CH3:39].[CH3:58][N:59]([CH3:60])[CH:61]=[O:62].[CH:19]([N:20]([CH2:21][CH3:22])[CH:23]([CH3:24])[CH3:25])([CH3:26])[CH3:27].[CH:1]1([CH2:4][N:5]2[C:6](=[O:18])[N:7]([c:10]3[s:11][c:12]([C:15](=[O:16])[OH:17])[cH:13][n:14]3)[CH2:8][CH2:9]2)[CH2:2][CH2:3]1.[ClH:28].[OH:40][n:41]1[c:42]2[cH:43][cH:44][cH:45][cH:46][c:47]2[n:48][n:49]1.[n:50]1[cH:51][c:52]([CH2:56][NH2:57])[cH:53][cH:54][cH:55]1>>[CH:1]1([CH2:4][N:5]2[C:6](=[O:18])[N:7]([c:10]3[s:11][c:12]([C:15](=[O:17])[NH:57][CH2:56][c:52]4[cH:51][n:50][cH:55][cH:54][cH:53]4)[cH:13][n:14]3)[CH2:8][CH2:9]2)[CH2:2][CH2:3]1. Reactants: [BH4-], C=CC(F)(F)C1(NC(=O)OCc2ccccc2)CCN(C(=O)OC(C)(C)C)C1, O=C([O-])O, CO, ClC(Cl)Cl, [Cl-], [Na+], [Na+], [Na+], O=[O+][O-]. Product: CC(C)(C)OC(=O)N1CCC(NC(=O)OCc2ccccc2)(C(F)(F)CO)C1. As a reaction SMILES: [BH4-:32].[C:1]([CH3:2])([CH3:3])([CH3:4])[O:5][C:6](=[O:7])[N:8]1[CH2:9][C:10]([C:13]([CH:14]=[CH2:15])([F:16])[F:17])([NH:18][C:19](=[O:20])[O:21][CH2:22][c:23]2[cH:24][cH:25][cH:26][cH:27][cH:28]2)[CH2:11][CH2:12]1.[C:34](=[O:35])([OH:36])[O-:37].[CH3:41][OH:42].[CH:43]([Cl:44])([Cl:45])[Cl:46].[Cl-:40].[Na+:33].[Na+:38].[Na+:39].[O-:29][O+:30]=[O:31]>>[C:1]([CH3:2])([CH3:3])([CH3:4])[O:5][C:6](=[O:7])[N:8]1[CH2:9][C:10]([C:13]([CH2:14][OH:29])([F:16])[F:17])([NH:18][C:19](=[O:20])[O:21][CH2:22][c:23]2[cH:24][cH:25][cH:26][cH:27][cH:28]2)[CH2:11][CH2:12]1. Starting materials: C[C@@H]1N(CCN(C1)C(=O)OCC1=CC=C(C=C1)[N+](=O)[O-])C(=O)[C@H]1N(C[C@H](C1)SC=1[C@@H]([C@H]2N(C1C(=O)OCC1=CC=C(C=C1)[N+](=O)[O-])C([C@@H]2[C@@H](C)O)=O)C)C(=O)OCC2=CC=C(C=C2)[N+](=O)[O-] (4-nitrobenzyl (1R, 5S, 6S)-2-{(2S, 4S)-2-[(2S)-2-methyl-4-(4-nitrobenzyloxycarbonyl)-1-piperazinylcarbonyl]-1-(4-nitrobenzyloxycarbonyl)pyrrolidin-4-ylthio}-6-[(1R)-1-hydroxyethyl]-1-methyl-1-carbapen-2-em-3-carboxylate), Cl (hydrochloric acid). Solvent: O1CCCC1 (tetrahydrofuran), O (water). Product: Cl.C[C@@H]1N(CCNC1)C(=O)[C@H]1NC[C@H](C1)SC=1[C@@H]([C@H]2N(C1C(=O)O)C([C@@H]2[C@@H](C)O)=O)C ((1R, 5S, 6S)-2-{(2S, 4S)-2-[(2S)-2-Methyl-1-piperazinylcarbonyl]pyrrolidin-4-ylthio}-6-[(1R)-1-hydroxyethyl]-1-methyl-1-carbapen-2-em-3-carboxylic acid hydrochloride). Reaction SMILES: [CH3:1][C@H:2]1[CH2:7][N:6](C(OCC2C=CC([N+]([O-])=O)=CC=2)=O)[CH2:5][CH2:4][N:3]1[C:21]([C@@H:23]1[CH2:27][C@H:26]([S:28][C:29]2[C@H:30]([CH3:53])[C@@H:31]3[C@@H:48]([C@H:49]([OH:51])[CH3:50])[C:47](=[O:52])[N:32]3[C:33]=2[C:34]([O:36]CC2C=CC([N+]([O-])=O)=CC=2)=[O:35])[CH2:25][N:24]1C(OCC1C=CC([N+]([O-])=O)=CC=1)=O)=[O:22].[ClH:67]>O1CCCC1.O>[ClH:67].[CH3:1][C@H:2]1[CH2:7][NH:6][CH2:5][CH2:4][N:3]1[C:21]([C@@H:23]1[CH2:27][C@H:26]([S:28][C:29]2[C@H:30]([CH3:53])[C@@H:31]3[C@@H:48]([C@H:49]([OH:51])[CH3:50])[C:47](=[O:52])[N:32]3[C:33]=2[C:34]([OH:36])=[O:35])[CH2:25][NH:24]1)=[O:22] |f:4.5|. Procedure: 205 mg of 4-nitrobenzyl (1R, 5S, 6S)-2-{(2S, 4S)-2-[(2S)-2-methyl-4-(4-nitrobenzyloxycarbonyl)-1-piperazinylcarbonyl]-1-(4-nitrobenzyloxycarbonyl)pyrrolidin-4-ylthio}-6-[(1R)-1-hydroxyethyl]-1-methyl-1-carbapen-2-em-3-carboxylate [prepared as described in step (a) above] were dissolved in 3 ml of a 1:1 by volume mixture of tetrahydrofuran and water, after which 240 μl of 1N aqueous hydrochloric acid were added, and the mixture was hydrogenated by bubbling hydrogen through it at room temperature ... The reactants are COC=Cc1ccc(OC2CC(C(=O)O)N(C(=O)C(C)CSC(=O)c3ccccc3)C2)cc1, COc1ccccc1, CC#N, CNS(=O)(=O)c1cc(S(N)(=O)=O)c(Cl)cc1N, Cc1ccc(S(=O)(=O)O)cc1. The product is CC(CSC(=O)c1ccccc1)C(=O)N1CC(Oc2ccc(CC3Nc4cc(Cl)c(S(N)(=O)=O)cc4S(=O)(=O)N3C)cc2)CC1C(=O)O. As a reaction SMILES: [C:1]([c:2]1[cH:3][cH:4][cH:5][cH:6][cH:7]1)(=[O:8])[S:9][CH2:10][CH:11]([C:12](=[O:13])[N:14]1[CH:15]([C:16](=[O:17])[OH:18])[CH2:19][CH:20]([O:22][c:23]2[cH:24][cH:25][c:26]([CH:29]=[CH:30][O:31][CH3:32])[cH:27][cH:28]2)[CH2:21]1)[CH3:33].[CH3:51][O:52][c:53]1[cH:54][cH:55][cH:56][cH:57][cH:58]1.[CH3:70][C:71]#[N:72].[NH2:34][c:35]1[c:36]([S:46](=[O:47])(=[O:48])[NH:49][CH3:50])[cH:37][c:38]([S:42](=[O:43])(=[O:44])[NH2:45])[c:39]([Cl:41])[cH:40]1.[c:59]1([CH3:60])[cH:61][cH:62][c:63]([S:64]([OH:65])(=[O:66])=[O:67])[cH:68][cH:69]1>>[C:1]([c:2]1[cH:3][cH:4][cH:5][cH:6][cH:7]1)(=[O:8])[S:9][CH2:10][CH:11]([C:12](=[O:13])[N:14]1[CH:15]([C:16](=[O:17])[OH:18])[CH2:19][CH:20]([O:22][c:23]2[cH:24][cH:25][c:26]([CH2:29][CH:30]3[NH:34][c:35]4[c:36]([cH:37][c:38]([S:42](=[O:43])(=[O:44])[NH2:45])[c:39]([Cl:41])[cH:40]4)[S:46](=[O:47])(=[O:48])[N:49]3[CH3:50])[cH:27][cH:28]2)[CH2:21]1)[CH3:33]. Reactants: CCO, O=[N+]([O-])c1cc(S(=O)(=O)C(F)(F)F)ccc1O. The product is Nc1cc(S(=O)(=O)C(F)(F)F)ccc1O. RXN SMILES: [CH3:18][CH2:19][OH:20].[N+:1]([O-:2])(=[O:3])[c:4]1[c:5]([OH:17])[cH:6][cH:7][c:8]([S:10](=[O:11])(=[O:12])[C:13]([F:14])([F:15])[F:16])[cH:9]1>>[NH2:1][c:4]1[c:5]([OH:17])[cH:6][cH:7][c:8]([S:10](=[O:11])(=[O:12])[C:13]([F:14])([F:15])[F:16])[cH:9]1. RXN SMILES: [OH:1][C:2]1[CH:3]=[C:4]([CH:7]=[CH:8][C:9]=1[O:10][CH3:11])[CH2:5][OH:6].CC([O-])(C)C.[K+].[CH2:18](Cl)[C:19]1[CH:24]=[CH:23][CH:22]=[CH:21][CH:20]=1>C(O)CC>[CH2:18]([O:1][C:2]1[CH:3]=[C:4]([CH:7]=[CH:8][C:9]=1[O:10][CH3:11])[CH2:5][OH:6])[C:19]1[CH:24]=[CH:23][CH:22]=[CH:21][CH:20]=1 |f:1.2|. The solvent is C(CC)O (1-propanol). Yield: 88.2%. Reported procedure: A solution of 3-hydroxy-4-methoxy-benzyl alcohol (61.67 g, 400 mmole) in 1-propanol (600 ml) was treated at 60° C. with 97% t-BuOK (55.52 g, 480 mmole), at 90° C. with benzyl chloride (66.57 ml, 560 mmole) and the resulting mixture heated under reflux for 2 hours. Then at 90° C. a second batch of t-BuOK (9.25 g, 80 mmole) was added. After a further hour at reflux a third batch of t-BuOK (9.25 g, 80 mmol) and a second batch of benzyl chloride (9.51 ml, 80 mmole) was added at 90° C. After a furthe... Yields the product C(C1=CC=CC=C1)OC=1C=C(CO)C=CC1OC (3-benzyloxy-4-methoxy-benzyl alcohol). Reactants: OC=1C=C(CO)C=CC1OC (3-hydroxy-4-methoxy-benzyl alcohol), CC(C)(C)[O-].[K+] (t-BuOK), C(C1=CC=CC=C1)Cl (benzyl chloride), CC(C)(C)[O-].[K+] (t-BuOK), CC(C)(C)[O-].[K+] (t-BuOK), C(C1=CC=CC=C1)Cl (benzyl chloride). Starting materials: Cl (hydrochloride), CC=1N(C=CN1)CC=1C(C2=C(SC1)C=CC1=CC=CC=C12)=O (2-[(2-Methyl-1-imidazolyl)methyl]-1H-naphtho- [2,1-b]thiopyran-1-one), Cl (hydrochloric acid). Solvent: CO (methanol). Yields the product Cl.CC=1N(C=CN1)CC=1C(C2=C(SC1)C=CC1=CC=CC=C12)=O (2-[(2-Methyl-1-imidazolyl)methyl]-1H-naphtho-[2,1-b]thiopyran-1-one hydrochloride). RXN SMILES: [CH3:1][C:2]1[N:3]([CH2:7][C:8]2[C:9](=[O:22])[C:10]3[C:21]4[C:16](=[CH:17][CH:18]=[CH:19][CH:20]=4)[CH:15]=[CH:14][C:11]=3[S:12][CH:13]=2)[CH:4]=[CH:5][N:6]=1.[ClH:23]>CO>[ClH:23].[CH3:1][C:2]1[N:3]([CH2:7][C:8]2[C:9](=[O:22])[C:10]3[C:21]4[C:16](=[CH:17][CH:18]=[CH:19][CH:20]=4)[CH:15]=[CH:14][C:11]=3[S:12][CH:13]=2)[CH:4]=[CH:5][N:6]=1 |f:3.4|. Procedure: 0.1 g of 2-[(2-methyl-1-imidazolyl)methyl]- 1H-naphtho[2,1-b]thiopyran-1-one obtained in Example 3, after dissolving in methanol, was converted into the hydrochloride with conc. hydrochloric acid. After evaporation of the solvent under reduced pressure, the residue was recrystallized from methanol - diethyl ether to give 64 mg of the title compound.